Task: describe an organic reaction: reactants, conditions, products, and yield. Dataset: the Open Reaction Database (ORD), a public repository of structured organic reaction records The reactants are ClC1=CC=C(C=C1)CN1C(=NC2=C1C(CCCC2)CC(=O)OCC)C(C)(C)C (ethyl [3-[(4-chlorophenyl)methyl]-2-(1,1-dimethylethyl)-3,4,5,6,7,8-hexahydrocyclohepta[d]imidazol-4-yl]acetate), [OH-].[Na+] (sodium hydroxide). Run in CO (Methanol). Conditions: time 1 hour. Yields the product ClC1=CC=C(C=C1)CN1C(=NC2=C1C(CCCC2)CC(=O)O)C(C)(C)C ([3-[(4-chlorophenyl)methyl]-2-(1,1-dimethylethyl)-3,4,5,6,7,8-hexahydrocyclohepta[d]imidazol-4-yl]acetic acid). Yield: 83.1%. Reaction SMILES: [Cl:1][C:2]1[CH:7]=[CH:6][C:5]([CH2:8][N:9]2[C:13]3[CH:14]([CH2:19][C:20]([O:22]CC)=[O:21])[CH2:15][CH2:16][CH2:17][CH2:18][C:12]=3[N:11]=[C:10]2[C:25]([CH3:28])([CH3:27])[CH3:26])=[CH:4][CH:3]=1.[OH-].[Na+]>CO>[Cl:1][C:2]1[CH:3]=[CH:4][C:5]([CH2:8][N:9]2[C:13]3[CH:14]([CH2:19][C:20]([OH:22])=[O:21])[CH2:15][CH2:16][CH2:17][CH2:18][C:12]=3[N:11]=[C:10]2[C:25]([CH3:28])([CH3:27])[CH3:26])=[CH:6][CH:7]=1 |f:1.2|. Procedure details: Intermediate 16 (22 mg) was dissolved in Methanol (1 ml) and treated with sodium hydroxide, 2M aq. (1 mL). The RM was left in solution for 1 hour. The residue was purified by MDAP (Method A). The desired fractions were combined and concentrated under nitrogen blowdown to give the title compound (17 mg). LC/MS MH+ 375, Rt 1.72 min (5 minute run). RXN SMILES: [N:1]1[CH:6]=[CH:5][CH:4]=[C:3]([NH:7][C:8](=[O:15])OCC(Cl)(Cl)Cl)[CH:2]=1.[F:16][C:17]1[CH:22]=[CH:21][CH:20]=[CH:19][C:18]=1[C:23]1[N:24]=[C:25]([N:28]2[CH2:33][CH2:32][NH:31][CH2:30][CH2:29]2)[S:26][CH:27]=1.C(N(C(C)C)CC)(C)C>O>[F:16][C:17]1[CH:22]=[CH:21][CH:20]=[CH:19][C:18]=1[C:23]1[N:24]=[C:25]([N:28]2[CH2:29][CH2:30][N:31]([C:8]([NH:7][C:3]3[CH:2]=[N:1][CH:6]=[CH:5][CH:4]=3)=[O:15])[CH2:32][CH2:33]2)[S:26][CH:27]=1. Reactants: N1=CC(=CC=C1)NC(OCC(Cl)(Cl)Cl)=O (2,2,2-trichloroethyl pyridin-3-ylcarbamate), FC1=C(C=CC=C1)C=1N=C(SC1)N1CCNCC1 (1-[4-(2-fluorophenyl)-1,3-thiazol-2-yl]piperazine), C(C)(C)N(CC)C(C)C (diisopropylethylamine). Procedure details: A mixture of 2,2,2-trichloroethyl pyridin-3-ylcarbamate (225 mg, 0.835 mmol), 1-[4-(2-fluorophenyl)-1,3-thiazol-2-yl]piperazine (200 mg, 0.760 mmol) and diisopropylethylamine (0.265 ml, 1.52 mmol) in dimethylsufoxide (2.5 ml) was stirred at 70° C. for 12 hours. Water was poured into the reaction solution, and the mixture was extracted with ethyl acetate. The extract was washed with water and dried over anhydrous magnesium sulafate, and the solvent was distilled off under reduced pressure. The re... Yield: 31.2%. Run at temperature 70 celsius, time 12 hour. Solvent: O (Water). The product is FC1=C(C=CC=C1)C=1N=C(SC1)N1CCN(CC1)C(=O)NC=1C=NC=CC1 (4-[4-(2-Fluorophenyl)-1,3-thiazol-2-yl]-N-pyridin-3-ylpiperazine-1-carboxamide).